Dataset: the Open Reaction Database (ORD), a public repository of structured organic reaction records. Task: describe an organic reaction: reactants, conditions, products, and yield The reactants are O (water), ClC=1C(=NC=C(C1)Cl)C(CNC(C1=C(C=CC=C1)C(F)(F)F)=O)=NO (N-[2-(3,5-dichloropyridin-2-yl)-2-(hydroxyimino)ethyl]-2-(trifluoromethyl)benzamide), C([O-])([O-])=O.[K+].[K+] (potassium carbonate), BrC(C)C1=CC=C(C=C1)F (1-(1-bromoethyl)-4-fluorobenzene). Solvent: CN(C=O)C (N,N-dimethylformamide). Run at time 18 hour. Product: ClC=1C(=NC=C(C1)Cl)C(CNC(C1=C(C=CC=C1)C(F)(F)F)=O)=NOC(C)C1=CC=C(C=C1)F (N-[2-(3,5-dichloropyridin-2-yl)-2-[1-(4-fluorophenyl)ethoxyimino]ethyl]-2-(trifluoromethyl)benzamide). Isolated yield 65.2%. As a reaction SMILES: [Cl:1][C:2]1[C:3]([C:9](=[N:24][OH:25])[CH2:10][NH:11][C:12](=[O:23])[C:13]2[CH:18]=[CH:17][CH:16]=[CH:15][C:14]=2[C:19]([F:22])([F:21])[F:20])=[N:4][CH:5]=[C:6]([Cl:8])[CH:7]=1.C(=O)([O-])[O-].[K+].[K+].Br[CH:33]([C:35]1[CH:40]=[CH:39][C:38]([F:41])=[CH:37][CH:36]=1)[CH3:34].O>CN(C)C=O>[Cl:1][C:2]1[C:3]([C:9](=[N:24][O:25][CH:33]([C:35]2[CH:40]=[CH:39][C:38]([F:41])=[CH:37][CH:36]=2)[CH3:34])[CH2:10][NH:11][C:12](=[O:23])[C:13]2[CH:18]=[CH:17][CH:16]=[CH:15][C:14]=2[C:19]([F:20])([F:22])[F:21])=[N:4][CH:5]=[C:6]([Cl:8])[CH:7]=1 |f:1.2.3|. Procedure details: To a suspension of 200 mg of N-[2-(3,5-dichloropyridin-2-yl)-2-(hydroxyimino)ethyl]-2-(trifluoromethyl)benzamide and 211 mg of potassium carbonate in 2 ml of N,N-dimethylformamide, 155 mg of 1-(1-bromoethyl)-4-fluorobenzene was added, and the mixture was stirred at room temperature for 18 hours. After completion of the reaction, the reaction mixture was mixed with 3 ml of water and extracted with ethyl acetate (3 ml×2), the resulting organic layers were combined, washed with water (3 ml×1) and d... Reactants: COC1=CC(=C(C=C1OC)Cl)[N+](=O)[O-] (4,5-dimethoxy 2-nitro chlorobenzene), [C-]#[Si+] (carborundum), C(=O)([O-])[O-].[K+].[K+] (potash). Yields the product COC1=C(C=C(C(=C1)OC)OC)[N+](=O)[O-] (2,4,5-trimethoxy nitrobenzene). RXN SMILES: [CH3:1][O:2][C:3]1[C:8]([O:9][CH3:10])=[CH:7][C:6](Cl)=[C:5]([N+:12]([O-:14])=[O:13])[CH:4]=1.[C-]#[Si+].[C:17]([O-])([O-])=[O:18].[K+].[K+]>>[CH3:17][O:18][C:6]1[CH:7]=[C:8]([O:9][CH3:10])[C:3]([O:2][CH3:1])=[CH:4][C:5]=1[N+:12]([O-:14])=[O:13] |f:2.3.4|. Reported procedure: Into a two liter flask, provided with a cooling device, were introduced successively a solution of methanolic potash (100 g of KOH and 500 cm3 of methanol), then 100 g (0.46 mole) of 4,5-dimethoxy 2-nitro chlorobenzene and carborundum. The mixture was brought to boiling under reflux for 6 h. After cooling, the reaction medium was filtered; the precipitate obtained was washed with methanol. Reactants: FC=1C=C(N)C=CC1 (3-fluoroaniline), [OH-].[Na+] (sodium hydroxide), N(=O)[O-].[Na+] (sodium nitrite), O.O.[Sn](Cl)(Cl)(Cl)Cl (tin chloride dihydrate). Solvent: Cl (hydrochloric acid), Cl (hydrochloric acid). Conditions: time 10 minute. Product: FC=1C=C(C=CC1)NN ((3-Fluorophenyl)hydrazine). RXN SMILES: [F:1][C:2]1[CH:3]=[C:4]([CH:6]=[CH:7][CH:8]=1)[NH2:5].[N:9]([O-])=O.[Na+].O.O.[Sn](Cl)(Cl)(Cl)Cl.[OH-].[Na+]>Cl>[F:1][C:2]1[CH:3]=[C:4]([NH:5][NH2:9])[CH:6]=[CH:7][CH:8]=1 |f:1.2,3.4.5,6.7|. Procedure: A 10 g portion of 3-fluoroaniline was suspended in 100 ml of concentrated hydrochloric acid, 50 ml of 13% sodium nitrite aqueous solution was gradually added thereto under ice-cooling, and the mixture was stirred at the same temperature for 10 minutes. Next, a suspension consisting of 75 g of tin chloride dihydrate and 50 ml of concentrated hydrochloric acid was added thereto, and the mixture was stirred for 1 hour while gradually returning to room temperature. Under ice-cooling, the reaction so... Reactants: O=C1CN(C(=O)OCc2ccccc2)CCN1Cc1cc2c(Cl)nccc2[nH]1, ClCCl, [Na+], [OH-], O=S(=O)(Cl)Cl, c1ccccc1. Product: O=C1CN(C(=O)OCc2ccccc2)CCN1Cc1cc2c(Cl)nccc2n1S(=O)(=O)c1ccccc1. Reaction SMILES: [CH2:14]([c:15]1[cH:16][cH:17][cH:18][cH:19][cH:20]1)[O:21][C:22](=[O:23])[N:24]1[CH2:25][C:26](=[O:41])[N:27]([CH2:30][c:31]2[cH:32][c:33]3[c:34]([Cl:40])[n:35][cH:36][cH:37][c:38]3[nH:39]2)[CH2:28][CH2:29]1.[Cl:42][CH2:43][Cl:44].[Na+:2].[OH-:1].[S:3](=[O:4])(=[O:5])([Cl:6])[Cl:7].[cH:8]1[cH:9][cH:10][cH:11][cH:12][cH:13]1>>[S:3](=[O:4])(=[O:5])([c:8]1[cH:9][cH:10][cH:11][cH:12][cH:13]1)[n:39]1[c:31]([CH2:30][N:27]2[C:26](=[O:41])[CH2:25][N:24]([C:22]([O:21][CH2:14][c:15]3[cH:16][cH:17][cH:18][cH:19][cH:20]3)=[O:23])[CH2:29][CH2:28]2)[cH:32][c:33]2[c:34]([Cl:40])[n:35][cH:36][cH:37][c:38]21. The product is CC(=NO)c1cc(CN2CCN(CCO)CC2)ccc1O. RXN SMILES: [C:4](=[O:5])([OH:6])[O-:7].[C:9]([CH3:10])(=[O:11])[c:12]1[c:13]([OH:28])[cH:14][cH:15][c:16]([CH2:18][N:19]2[CH2:20][CH2:21][N:22]([CH2:25][CH2:26][OH:27])[CH2:23][CH2:24]2)[cH:17]1.[CH3:34][OH:35].[Cl:29][CH:30]([Cl:31])[Cl:32].[ClH:1].[NH2:2][OH:3].[Na+:8].[OH2:33]>>[N:2]([OH:3])=[C:9]([CH3:10])[c:12]1[c:13]([OH:28])[cH:14][cH:15][c:16]([CH2:18][N:19]2[CH2:20][CH2:21][N:22]([CH2:25][CH2:26][OH:27])[CH2:23][CH2:24]2)[cH:17]1. Reactants: O=C([O-])O, CC(=O)c1cc(CN2CCN(CCO)CC2)ccc1O, CO, ClC(Cl)Cl, Cl, NO, [Na+], O. The reactants are FC=1C=C(C(=C2COC(C12)=O)C)C=C (7-fluoro-4-methyl-5-vinyl-3H-isobenzofuran-1-one), C1=CC(=CC(=C1)Cl)C(=O)OO (mCPBA). The solvent is C(Cl)Cl (DCM), C(Cl)Cl (DCM). Reaction conditions: time 8 hour. The product is FC=1C=C(C(=C2COC(C12)=O)C)C1OC1 (7-fluoro-4-methyl-5-oxiranyl-3H-isobenzofuran-1-one). As a reaction SMILES: [F:1][C:2]1[CH:3]=[C:4]([CH:13]=[CH2:14])[C:5]([CH3:12])=[C:6]2[C:10]=1[C:9](=[O:11])[O:8][CH2:7]2.C1C=C(Cl)C=C(C(OO)=[O:23])C=1>C(Cl)Cl>[F:1][C:2]1[CH:3]=[C:4]([CH:13]2[CH2:14][O:23]2)[C:5]([CH3:12])=[C:6]2[C:10]=1[C:9](=[O:11])[O:8][CH2:7]2. Procedure details: A solution of 7-fluoro-4-methyl-5-vinyl-3H-isobenzofuran-1-one (420 mg, 1.71 mmol) in 10 mL of DCM was slowly added mCPBA (741 mg, 85% purity, 3.43 mmol) in 10 mL of DCM at 0° C. After warming to room temperature, the mixture was stirred overnight. The mixture was washed with aqueous Na2SO3 until KI paper didn't change color. The organic layers was washed with brine and then concentrated. The residue was purified by column chromatography to give product 7-fluoro-4-methyl-5-oxiranyl-3H-isobenzofu... The product is C(C=C)N1C(SC2=C1C=C(C(=C2)F)N2C(N1N(CCCC1)C2=O)=S)=O (2-[3-(2-propenyl)-6-fluoro-2(3H)-benzothiazolon-5-yl]-hexahydro-3-thioxo-1H-[1,2,4]triazolo-[1,2-a]pyridazin-1-one). Reaction SMILES: [F:1][C:2]1[C:14]([NH:15][C:16]([N:18]2[CH2:23][CH2:22][CH2:21][CH2:20][N:19]2[C:24]([O:26]CC)=O)=[S:17])=[CH:13][C:5]2[N:6]([CH2:10][CH:11]=[CH2:12])[C:7](=[O:9])[S:8][C:4]=2[CH:3]=1.C[O-].[Na+]>O>[CH2:10]([N:6]1[C:5]2[CH:13]=[C:14]([N:15]3[C:24](=[O:26])[N:19]4[CH2:20][CH2:21][CH2:22][CH2:23][N:18]4[C:16]3=[S:17])[C:2]([F:1])=[CH:3][C:4]=2[S:8][C:7]1=[O:9])[CH:11]=[CH2:12] |f:1.2|. Starting materials: FC1=CC2=C(N(C(S2)=O)CC=C)C=C1NC(=S)N1N(CCCC1)C(=O)OCC (Ethyl 2-[6-fluoro-3-(2-propenyl)-2(3H)-benzothiazolon-5-ylaminothiocarbonyl]hexahydropyridazine-1-carboxylate), C[O-].[Na+] (sodium methoxide), resultant mixture. The solvent is O (Water). Procedure: Ethyl 2-[6-fluoro-3-(2-propenyl)-2(3H)-benzothiazolon-5-ylaminothiocarbonyl]hexahydropyridazine-1-carboxylate (2.61 g) was added to a methanolic solution (2.97 g) of 10% sodium methoxide, and the resultant mixture was heated under reflux for 1.5 hours and allowed to cool. Water was added thereto, and the mixture was extracted with ethyl acetate. The extract was washed with water, dried, concentrated and purified by silica gel thin layer chromatography with a mixture of ethyl acetate and toluene ... The yield is 13.3%. Reactants: C(C)(C)(C)OC(=O)N1CC2CC(=C(C(C1)N2C(=O)OC(C)(C)C)C(=O)O)C2=CN=C(S2)CCCO[Si](C)(C)C(C)(C)C (7-{2-[3-(tert-Butyldimethylsilanyloxy)propyl]thiazol-5-yl}-3,9-diaza-bicyclo[3.3.1]non-6-ene-3,6,9-tricarboxylic acid 3,9-di-tert-butyl ester), CCN=C=NCCCN(C)C.Cl (EDC.HCl), C=1C=CC2=C(C1)N=NN2O (HOBt), CCN(C(C)C)C(C)C (DIPEA), C1(CC1)NCC1=C(C(=CC=C1)OC)C (cyclopropyl-(3-methoxy-2-methyl-benzyl)amine), C1(CC1)NCC1=C(C(=CC=C1)OC)C (cyclopropyl-(3-methoxy-2-methyl-benzyl)amine), C=1C=CC2=C(C1)N=NN2O (HOBt). The reagents and catalysts are CN(C)C=1C=CN=CC1 (DMAP). Run in C(Cl)Cl (CH2Cl2). Run at time 6 day. Yields the product C(C)(C)(C)OC(=O)N1CC2CC(=C(C(C1)N2C(=O)OC(C)(C)C)C(N(CC2=C(C(=CC=C2)OC)C)C2CC2)=O)C2=CN=C(S2)CCCO[Si](C)(C)C(C)(C)C (7{2-[3-(tert-Butyldimethylsilanyloxy)propyl]thiazol-5-yl}-6-[cyclopropyl-(3-methoxy-2-methylbenzyl)carbamoyl]-3,9-diazabicyclo[3.3.1]non-6-ene-3,9-dicarboxylic acid di-tert-butyl ester). Isolated yield 56.2%. RXN SMILES: [C:1]([O:5][C:6]([N:8]1[CH2:15][CH:14]2[N:16]([C:17]([O:19][C:20]([CH3:23])([CH3:22])[CH3:21])=[O:18])[CH:10]([CH2:11][C:12]([C:27]3[S:31][C:30]([CH2:32][CH2:33][CH2:34][O:35][Si:36]([C:39]([CH3:42])([CH3:41])[CH3:40])([CH3:38])[CH3:37])=[N:29][CH:28]=3)=[C:13]2[C:24](O)=[O:25])[CH2:9]1)=[O:7])([CH3:4])([CH3:3])[CH3:2].CCN=C=NCCCN(C)C.Cl.C1C=CC2N(O)N=NC=2C=1.CCN(C(C)C)C(C)C.[CH:74]1([NH:77][CH2:78][C:79]2[CH:84]=[CH:83][CH:82]=[C:81]([O:85][CH3:86])[C:80]=2[CH3:87])[CH2:76][CH2:75]1>C(Cl)Cl.CN(C1C=CN=CC=1)C>[C:1]([O:5][C:6]([N:8]1[CH2:15][CH:14]2[N:16]([C:17]([O:19][C:20]([CH3:21])([CH3:22])[CH3:23])=[O:18])[CH:10]([CH2:11][C:12]([C:27]3[S:31][C:30]([CH2:32][CH2:33][CH2:34][O:35][Si:36]([C:39]([CH3:41])([CH3:40])[CH3:42])([CH3:38])[CH3:37])=[N:29][CH:28]=3)=[C:13]2[C:24](=[O:25])[N:77]([CH:74]2[CH2:76][CH2:75]2)[CH2:78][C:79]2[CH:84]=[CH:83][CH:82]=[C:81]([O:85][CH3:86])[C:80]=2[CH3:87])[CH2:9]1)=[O:7])([CH3:4])([CH3:2])[CH3:3] |f:1.2|. Procedure details: To a stirred sol. of compound D6 (2.66 g, 4.26 mmol) in CH2Cl2 (45 mL) were added EDC.HCl (2.04 g, 10.6 mmol), HOBt (783 mg, 5.11 mmol), DMAP (13 mg, 0.107 mmol), and DIPEA (3.35 mL, 19.19 mmol). After 15 min cyclopropyl-(3-methoxy-2-methyl-benzyl)amine (prepared by reductive amination from 3-methoxy-2-methylbenzaldehyde, Comins, D. L.; Brown, J. D., J. Org. Chem., 1989, 54, 3730 and cyclopropylamine, 2.45 g, 12.80 mmol) was added and stirring was continued over 6 days. Three times were added cy... Reactants: S(=O)(Cl)Cl (thionyl chloride), C1(CCCC1)OC=1C=C(C(=O)O)C=CC1OC (3-cyclopentyloxy-4-methoxybenzoic acid). Run in C1(=CC=CC=C1)C (Toluene). Conditions: temperature 85 celsius. Product: C1(CCCC1)OC=1C=C(C(=O)Cl)C=CC1OC (3-cyclopentyloxy-4-methoxybenzoyl chloride). RXN SMILES: S(Cl)([Cl:3])=O.[CH:5]1([O:10][C:11]2[CH:12]=[C:13]([CH:17]=[CH:18][C:19]=2[O:20][CH3:21])[C:14](O)=[O:15])[CH2:9][CH2:8][CH2:7][CH2:6]1>C1(C)C=CC=CC=1>[CH:5]1([O:10][C:11]2[CH:12]=[C:13]([CH:17]=[CH:18][C:19]=2[O:20][CH3:21])[C:14]([Cl:3])=[O:15])[CH2:9][CH2:8][CH2:7][CH2:6]1. Reported procedure: Stirring thionyl chloride (20 mL) is treated portionwise with 3-cyclopentyloxy-4-methoxybenzoic acid (5.0 g; that is prepared as described hereinbefore in Reference Example 2) and the solution is then heated at 85° C. for 3 hours. Toluene (50 mL) is added and the mixture is concentrated to give 3-cyclopentyloxy-4-methoxybenzoyl chloride (4.12 g) in the form of an oil which slowly crystallized. [NMR(CDCl3): 1.6-1.7 (m,2H),1.8-1.95(m,4H),1.94-2.05(m,2H),3.94(s,3H),4.85 (m,1H),6.9(d, 1H),7.55(d,1H)... The reactants are C(C)OC(=O)C1(CC1)CN(C)C (1-dimethylaminomethyl-cyclopropane carboxylic acid ethyl ester), [OH-].[Na+] (sodium hydroxide), Cl (hydrochloric acid). Run in C(C)O (ethanol). Run at time 8 hour. The product is CN(C)CC1(CC1)C(=O)O (1-Dimethylaminomethyl-cyclopropane carboxylic acid). The yield is 42.0%. Reaction SMILES: C([O:3][C:4]([C:6]1([CH2:9][N:10]([CH3:12])[CH3:11])[CH2:8][CH2:7]1)=[O:5])C.[OH-].[Na+].Cl>C(O)C>[CH3:11][N:10]([CH2:9][C:6]1([C:4]([OH:5])=[O:3])[CH2:8][CH2:7]1)[CH3:12] |f:1.2|. Reported procedure: To a solution of 222 mg of 1-dimethylaminomethyl-cyclopropane carboxylic acid ethyl ester in 0.4 mL of ethanol was added 0.1 mL of 5N sodium hydroxide aqueous solution, and stirred overnight at room temperature. The reaction solution was added with 0.5 mL of 1N hydrochloric acid, and the solvent and water were evaporated, to give 78 mg of a mixture of the title compound and sodium chloride as a white powder.